From a dataset of the Open Reaction Database (ORD), a public repository of structured organic reaction records. describe an organic reaction: reactants, conditions, products, and yield Yield: 47.6%. The solvent is C(C)N(CC)CC (triethylamine), C1(=CC=CC=C1)C (toluene), C(Cl)Cl (methylene chloride). The reactants are COC=1C=C2C(=CC=NC2=CC1OC)OC1=CC(=C(N)C=C1C)C (4-[(6,7-Dimethoxy-4-quinolyl)oxy]-2,5-dimethylaniline), ClC(Cl)(OC(OC(Cl)(Cl)Cl)=O)Cl (triphosgene), C([O-])(O)=O.[Na+] (sodium bicarbonate), CC(CO)=C (2-methyl-2-propen-1-ol). Procedure details: 4-[(6,7-Dimethoxy-4-quinolyl)oxy]-2,5-dimethylaniline (50 mg) was added to toluene (5 ml), and triethylamine (0.5 ml), and the mixture was heated under reflux to prepare a solution. A solution of triphosgene (68 mg) in methylene chloride was then added thereto, and the mixture was heated under reflux for 10 min. Next, 2-methyl-2-propen-1-ol (17 mg) was added thereto, and the mixture was further stirred with heating under reflux for 3 hr. A saturated aqueous sodium bicarbonate solution was added ... Yields the product COC=1C=C2C(=CC=NC2=CC1OC)OC1=CC(=C(C=C1C)NC(OCC(=C)C)=O)C (2-Methylallyl N-{4-[(6,7-dimethoxy-4-quinolyl)oxy]-2,5-dimethylphenyl}carbamate). Reaction SMILES: [CH3:1][O:2][C:3]1[CH:4]=[C:5]2[C:10](=[CH:11][C:12]=1[O:13][CH3:14])[N:9]=[CH:8][CH:7]=[C:6]2[O:15][C:16]1[C:22]([CH3:23])=[CH:21][C:19]([NH2:20])=[C:18]([CH3:24])[CH:17]=1.Cl[C:26](Cl)([O:28][C:29](=[O:35])OC(Cl)(Cl)Cl)Cl.[CH3:37][C:38](=C)[CH2:39]O.C(=O)(O)[O-].[Na+]>C(Cl)Cl.C(N(CC)CC)C.C1(C)C=CC=CC=1>[CH3:1][O:2][C:3]1[CH:4]=[C:5]2[C:10](=[CH:11][C:12]=1[O:13][CH3:14])[N:9]=[CH:8][CH:7]=[C:6]2[O:15][C:16]1[C:22]([CH3:23])=[CH:21][C:19]([NH:20][C:29](=[O:35])[O:28][CH2:26][C:38]([CH3:39])=[CH2:37])=[C:18]([CH3:24])[CH:17]=1 |f:3.4|. The reactants are COC(=O)c1ccc(-c2cccc(C(OC)OC)c2)cc1, [Na+], [OH-]. Product: COC(OC)c1cccc(-c2ccc(C(=O)O)cc2)c1. RXN SMILES: [CH3:1][O:2][CH:3]([c:4]1[cH:5][c:6](-[c:10]2[cH:11][cH:12][c:13]([C:16](=[O:17])[O:18][CH3:19])[cH:14][cH:15]2)[cH:7][cH:8][cH:9]1)[O:20][CH3:21].[Na+:23].[OH-:22]>>[CH3:1][O:2][CH:3]([c:4]1[cH:5][c:6](-[c:10]2[cH:11][cH:12][c:13]([C:16](=[O:17])[OH:18])[cH:14][cH:15]2)[cH:7][cH:8][cH:9]1)[O:20][CH3:21]. Starting materials: NC1=CC=CC=C1 (aniline), C(=O)O (formic acid). Yields the product C1(=CC=CC=C1)NC=O (N-Phenyl-formamide). Reaction SMILES: [NH2:1][C:2]1[CH:7]=[CH:6][CH:5]=[CH:4][CH:3]=1.[CH:8](O)=[O:9]>>[C:2]1([NH:1][CH:8]=[O:9])[CH:7]=[CH:6][CH:5]=[CH:4][CH:3]=1. Reported procedure: Was prepared according to Example 2 from aniline and formic acid.